Dataset: the Open Reaction Database (ORD), a public repository of structured organic reaction records. Task: describe an organic reaction: reactants, conditions, products, and yield Reaction conditions: time 1 hour. Procedure: It is important to drive the reaction far enough to react all of the 2,5-dianilinoterephthalic acid. Generally this takes about 1 hour at about 85° C., at which point the reaction is stopped by cooling and combining the mixture with water. The resulting solid, suspended in the dilute aqueous phosphoric acid, is filtered and washed with water until neutral. However, even under optimized conditions for cyclization, a minor amount of quinacridone, the by-product formed by double cyclization of the ... Reactants: N(C1=CC=CC=C1)C1=C(C(=O)O)C=C(C(=C1)C(=O)O)NC1=CC=CC=C1 (2,5-dianilinoterephthalic acid), P(O)(O)(O)=O (phosphoric acid). Product: C1=CC=C2C(=C1)C(=O)C3=CC4=C(C=C3N2)C(=O)C5=CC=CC=C5N4 (quinacridone), N(C1=CC=CC=C1)C1=C(C(=O)O)C=C(C(=C1)C(=O)O)NC1=CC=CC=C1 (2,5-dianilinoterephthalic acid). Run in O (water). RXN SMILES: [NH:1]([C:8]1[CH:16]=[C:15]([C:17]([OH:19])=[O:18])[C:14]([NH:20][C:21]2[CH:26]=[CH:25][CH:24]=[CH:23][CH:22]=2)=[CH:13][C:9]=1[C:10]([OH:12])=[O:11])[C:2]1[CH:7]=[CH:6][CH:5]=[CH:4][CH:3]=1.P(=O)(O)(O)O>O>[CH:24]1[CH:25]=[C:26]2[C:17]([C:15]3[C:14]([NH:20][C:21]2=[CH:22][CH:23]=1)=[CH:13][C:9]1[C:10]([C:7]2[C:2]([NH:1][C:8]=1[CH:16]=3)=[CH:3][CH:4]=[CH:5][CH:6]=2)=[O:11])=[O:18].[NH:1]([C:8]1[CH:16]=[C:15]([C:17]([OH:19])=[O:18])[C:14]([NH:20][C:21]2[CH:22]=[CH:23][CH:24]=[CH:25][CH:26]=2)=[CH:13][C:9]=1[C:10]([OH:12])=[O:11])[C:2]1[CH:3]=[CH:4][CH:5]=[CH:6][CH:7]=1.